This data is from the Open Reaction Database (ORD), a public repository of structured organic reaction records. The task is: describe an organic reaction: reactants, conditions, products, and yield Starting materials: C1(=CC=CC=C1)C(C(=O)O)CC (2-phenylbutyric acid), [Cl-].[Cl-].[Cl-].[Cl-].[Hf+4] (hafnium tetrachloride), Cl Hf. Solvent: C1(=CC=CC=C1)C (toluene), 2-phenylbutyric acid HfCl4, [Hf] (hafnium), [Hf] (hafnium), C1(=CC=CC=C1)C (toluene). The product is C1(=CC=CC=C1)C(C(=O)[O-])CC.[Cl-].[Hf+2] (Hafnium Chloride 2-Phenylbutyrate). RXN SMILES: [Cl-:1].[Cl-].[Cl-].[Cl-].[Hf+4:5].[C:6]1([CH:12]([CH2:16][CH3:17])[C:13]([OH:15])=[O:14])[CH:11]=[CH:10][CH:9]=[CH:8][CH:7]=1>C1(C)C=CC=CC=1.[Hf]>[C:6]1([CH:12]([CH2:16][CH3:17])[C:13]([O-:15])=[O:14])[CH:11]=[CH:10][CH:9]=[CH:8][CH:7]=1.[Cl-:1].[Hf+2:5] |f:0.1.2.3.4,8.9.10|. Procedure: 16.4 g (51.1 mmoles) of hafnium tetrachloride (HfCl4) are suspended in 200 ml of toluene in a stirred 500 ml reactor. 16.8 g (102.2 mmoles) of 2-phenylbutyric acid dissolved in 100 ml of toluene, with a molar ratio 2-phenylbutyric acid/HfCl4 of 2.0, are added, under stirring, to the suspension, kept at room temperature. At the end of the addition, nitrogen is bubbled in for 3 hours, at room temperature, to facilitate the removal of hydrochloric acid. After this period, the suspension is filtered... The reactants are ClC=1C=C(OC2=CC=C(N=N2)O)C=CC1Cl (6-(3,4-dichloro-phenoxy)-pyridazin-3-ol), CN(C(=O)Cl)C1=CC=CC=C1 (N-methyl-N-phenylcarbamoyl chloride), N12CCN(CC1)CC2 (1,4-diazabicyclo[2,2,2]octane). Run in O1CCCC1 (tetrahydrofuran). The product is ClC=1C=C(OC2=CC=C(N=N2)OC(N(C2=CC=CC=C2)C)=O)C=CC1Cl (Methyl-phenyl-carbamic acid 6-(3,4-dichloro-phenoxy)-pyridazin-3-yl ester). Isolated yield 43.6%. RXN SMILES: [Cl:1][C:2]1[CH:3]=[C:4]([CH:13]=[CH:14][C:15]=1[Cl:16])[O:5][C:6]1[N:11]=[N:10][C:9]([OH:12])=[CH:8][CH:7]=1.[CH3:17][N:18]([C:22]1[CH:27]=[CH:26][CH:25]=[CH:24][CH:23]=1)[C:19](Cl)=[O:20].N12CCN(CC1)CC2>O1CCCC1>[Cl:1][C:2]1[CH:3]=[C:4]([CH:13]=[CH:14][C:15]=1[Cl:16])[O:5][C:6]1[N:11]=[N:10][C:9]([O:12][C:19](=[O:20])[N:18]([CH3:17])[C:22]2[CH:27]=[CH:26][CH:25]=[CH:24][CH:23]=2)=[CH:8][CH:7]=1. Reported procedure: A solution of 6-(3,4-dichloro-phenoxy)-pyridazin-3-ol (0.51 g, 2.00 mmol), N-methyl-N-phenylcarbamoyl chloride (0.36 g, 2.10 mmol) and 1,4-diazabicyclo[2,2,2]octane (0.24 g, 2.10 mmol) in tetrahydrofuran (15 mL) was stirred at room temperature for 2 hours. The solvent was evaporated in vacuo and the residue was purified by flash column chromatography (SiO2, ethyl acetate:heptane 30:70), yielding the title compound (0.34 g, 44% yield). Starting materials: C(C)(C)(C)OC(=O)N1CC(CC1)NC(=O)C=1SC=CC1NC1=C2C(=NC=C1)NC=C2 (3-{[3-(1H-Pyrrolo[2,3-b]pyridin-4-ylamino)-thiophene-2-carbonyl]-amino}-pyrrolidine-1-carboxylic acid tert-butyl ester), ClC1=CC=C(N)C=C1 (4-chloroaniline). Yields the product ClC1=CC=C(C=C1)NC(=O)C=1SC=CC1NC1=C2C(=NC=C1)NC=C2 (3-(1H-Pyrrolo[2,3-b]pyridin-4-ylamino)-thiophene-2-carboxylic acid (4-chloro-phenyl)-amide). Reaction SMILES: C(OC(N1C[CH2:11][CH:10]([NH:13][C:14]([C:16]2[S:17][CH:18]=[CH:19][C:20]=2[NH:21][C:22]2[CH:27]=[CH:26][N:25]=[C:24]3[NH:28][CH:29]=[CH:30][C:23]=23)=[O:15])[CH2:9]1)=O)(C)(C)C.[Cl:31][C:32]1[CH:38]=CC(N)=C[CH:33]=1>>[Cl:31][C:32]1[CH:38]=[CH:9][C:10]([NH:13][C:14]([C:16]2[S:17][CH:18]=[CH:19][C:20]=2[NH:21][C:22]2[CH:27]=[CH:26][N:25]=[C:24]3[NH:28][CH:29]=[CH:30][C:23]=23)=[O:15])=[CH:11][CH:33]=1. Procedure details: This compound was prepared in an analogous manner as 3-{[3-(1H-Pyrrolo[2,3-b]pyridin-4-ylamino)-thiophene-2-carbonyl]-amino}-pyrrolidine-1-carboxylic acid tert-butyl ester using 4-chloroaniline instead of 1-BOC-3-aminopyrrolidine. LCMS (ESI) 369 (M+H) 1H NMR (400 MHz, DMSO-d6) δ ppm 11.56 (1H, br. s.) 10.12 (1H, s) 9.99 (1H, s) 8.04 (1H, d, J=5.47 Hz) 7.91 (1H, d, J=0.10 Hz) 7.71 (2H, d, J=8.93 Hz) 7.52 (1H, d, J=5.37 Hz) 7.37-7.43 (2H, m) 7.33 (1H, dd, J=3.25, 2.61 Hz) 6.85 (1H, d, J=5.42 Hz) 6... The reactants are CCOc1cc(C(CC(=O)O)N2C(=O)c3cccc(NC(C)=O)c3C2=O)ccc1OC, O=C(c1ncc[nH]1)c1ncc[nH]1, Cl, NO, C1CCOC1. The product is CCOc1cc(C(CC(=O)NO)N2C(=O)c3cccc(NC(C)=O)c3C2=O)ccc1OC. Reaction SMILES: [C:1]([CH3:2])(=[O:3])[NH:4][c:5]1[c:6]2[c:7]([cH:29][cH:30][cH:31]1)[C:8](=[O:9])[N:10]([CH:13]([CH2:14][C:15](=[O:16])[OH:17])[c:18]1[cH:19][c:20]([O:26][CH2:27][CH3:28])[c:21]([O:24][CH3:25])[cH:22][cH:23]1)[C:11]2=[O:12].[C:32]([c:33]1[nH:34][cH:35][cH:36][n:37]1)([c:38]1[nH:39][cH:40][cH:41][n:42]1)=[O:43].[ClH:44].[NH2:45][OH:46].[O:47]1[CH2:48][CH2:49][CH2:50][CH2:51]1>>[C:1]([CH3:2])(=[O:3])[NH:4][c:5]1[c:6]2[c:7]([cH:29][cH:30][cH:31]1)[C:8](=[O:9])[N:10]([CH:13]([CH2:14][C:15](=[O:17])[NH:45][OH:46])[c:18]1[cH:19][c:20]([O:26][CH2:27][CH3:28])[c:21]([O:24][CH3:25])[cH:22][cH:23]1)[C:11]2=[O:12]. The reactants are BrCc1cccc(Oc2ccccc2)c1, CC1(C)C(Sc2ccccc2)C1C(=O)O. Yields the product CC1(C)C(Sc2ccccc2)C1C(=O)OCc1cccc(Oc2ccccc2)c1. Reaction SMILES: [O:16]([c:17]1[cH:18][cH:19][cH:20][cH:21][cH:22]1)[c:23]1[cH:24][c:25]([CH2:26][Br:27])[cH:28][cH:29][cH:30]1.[c:1]1([S:7][CH:8]2[C:9]([CH3:14])([CH3:15])[CH:10]2[C:11](=[O:12])[OH:13])[cH:2][cH:3][cH:4][cH:5][cH:6]1>>[c:1]1([S:7][CH:8]2[C:9]([CH3:14])([CH3:15])[CH:10]2[C:11](=[O:12])[O:13][CH2:26][c:25]2[cH:24][c:23]([O:16][c:17]3[cH:18][cH:19][cH:20][cH:21][cH:22]3)[cH:30][cH:29][cH:28]2)[cH:2][cH:3][cH:4][cH:5][cH:6]1.